Dataset: the Open Reaction Database (ORD), a public repository of structured organic reaction records. Task: describe an organic reaction: reactants, conditions, products, and yield Yields the product N#Cc1ccc(N(CCCCCCCCCCBr)n2cnnc2)cc1. Reaction SMILES: [Br:17][CH2:18][CH2:19][CH2:20][CH2:21][CH2:22][CH2:23][CH2:24][CH2:25][CH2:26][CH2:27][Br:28].[CH3:29][CH2:30][O:31][C:32](=[O:33])[CH3:34].[CH3:35][S:36]([CH3:37])=[O:38].[H-:1].[Na+:2].[n:3]1[n:4][cH:5][n:6]([NH:8][c:9]2[cH:10][cH:11][c:12]([C:13]#[N:14])[cH:15][cH:16]2)[cH:7]1>>[n:3]1[n:4][cH:5][n:6]([N:8]([c:9]2[cH:10][cH:11][c:12]([C:13]#[N:14])[cH:15][cH:16]2)[CH2:27][CH2:26][CH2:25][CH2:24][CH2:23][CH2:22][CH2:21][CH2:20][CH2:19][CH2:18][Br:17])[cH:7]1. Starting materials: BrCCCCCCCCCCBr, CCOC(C)=O, CS(C)=O, [H-], [Na+], N#Cc1ccc(Nn2cnnc2)cc1. Reactants: CCS, COc1ccc2ccsc2c1, [Na], CN(C)C=O. The product is Oc1ccc2ccsc2c1. RXN SMILES: [CH2:13]([SH:14])[CH3:15].[CH3:1][O:2][c:3]1[cH:4][cH:5][c:6]2[c:7]([s:8][cH:9][cH:10]2)[cH:11]1.[Na:12].[O:16]=[CH:17][N:18]([CH3:19])[CH3:20]>>[OH:2][c:3]1[cH:4][cH:5][c:6]2[c:7]([s:8][cH:9][cH:10]2)[cH:11]1. Starting materials: [OH-].[K+] (KOH), ester, Cl (HCl), OC1=C(C(=O)O)C=CC(=C1)C (2-hydroxy-4-methylbenzoic acid), C(=O)([O-])[O-].[K+].[K+] (K2CO3). The reagents and catalysts are CI (MeI). Solvent: CO (MeOH), CC(=O)C (acetone). The product is COC1=C(C(=O)O)C=CC(=C1)C (2-methoxy-4-methylbenzoic acid). Yield: 24462.6%. As a reaction SMILES: [OH:1][C:2]1[CH:10]=[C:9]([CH3:11])[CH:8]=[CH:7][C:3]=1[C:4]([OH:6])=[O:5].[C:12]([O-])([O-])=O.[K+].[K+].[OH-].[K+].Cl>CC(C)=O.CO.CI>[CH3:12][O:1][C:2]1[CH:10]=[C:9]([CH3:11])[CH:8]=[CH:7][C:3]=1[C:4]([OH:6])=[O:5] |f:1.2.3,4.5|. Procedure: To a solution of 2-hydroxy-4-methylbenzoic acid (25 g, 0.164 mol) in acetone (350 mL) was added K2CO3 (68 g, 0.492 mmol) followed by MeI (41 mL, 0.656 mmol) and the reaction mixture heated at reflux for 48 hrs. After cooling to r.t. the reaction mixture was filtered and the filtrate was evaporated to give the crude methyl 2-methoxy-4-methylbenzoate. KOH (11.3 g, 1.2 eq) was dissolved in MeOH (300 mL) and the crude ester was added to the mixture and the solution heated at reflux 48 hrs. After coo... Reactants: Cc1ccc(S(=O)(=O)NCCCCSc2ccc(N)cc2)cc1, C, O=S(=O)(Cl)Cl, c1ccncc1. Yields the product Cc1ccc(S(=O)(=O)NCCCCSc2ccc(NS(C)(=O)=O)cc2)cc1. RXN SMILES: [CH3:1][c:2]1[cH:3][cH:4][c:5]([S:8](=[O:9])(=[O:10])[NH:11][CH2:12][CH2:13][CH2:14][CH2:15][S:16][c:17]2[cH:18][cH:19][c:20]([NH2:23])[cH:21][cH:22]2)[cH:6][cH:7]1.[CH4:29].[S:24](=[O:25])(=[O:26])([Cl:27])[Cl:28].[cH:30]1[cH:31][cH:32][n:33][cH:34][cH:35]1>>[CH3:1][c:2]1[cH:3][cH:4][c:5]([S:8](=[O:9])(=[O:10])[NH:11][CH2:12][CH2:13][CH2:14][CH2:15][S:16][c:17]2[cH:18][cH:19][c:20]([NH:23][S:24](=[O:25])(=[O:26])[CH3:29])[cH:21][cH:22]2)[cH:6][cH:7]1. The reactants are COC(=O)COC1CCNCC1, CCSC1=NC(=O)C(=Cc2ccc3c(cnn3Cc3ccc(Cl)cc3C(F)(F)F)c2)S1. The product is COC(=O)COC1CCN(C2=NC(=O)C(=Cc3ccc4c(cnn4Cc4ccc(Cl)cc4C(F)(F)F)c3)S2)CC1. Reaction SMILES: [CH3:32][O:33][C:34]([CH2:35][O:36][CH:37]1[CH2:38][CH2:39][NH:40][CH2:41][CH2:42]1)=[O:43].[Cl:1][c:2]1[cH:3][c:4]([C:28]([F:29])([F:30])[F:31])[c:5]([CH2:6][n:7]2[n:8][cH:9][c:10]3[cH:11][c:12]([CH:16]=[C:17]4[C:18](=[O:25])[N:19]=[C:20]([S:22][CH2:23][CH3:24])[S:21]4)[cH:13][cH:14][c:15]23)[cH:26][cH:27]1>>[Cl:1][c:2]1[cH:3][c:4]([C:28]([F:29])([F:30])[F:31])[c:5]([CH2:6][n:7]2[n:8][cH:9][c:10]3[cH:11][c:12]([CH:16]=[C:17]4[C:18](=[O:25])[N:19]=[C:20]([N:40]5[CH2:39][CH2:38][CH:37]([O:36][CH2:35][C:34]([O:33][CH3:32])=[O:43])[CH2:42][CH2:41]5)[S:21]4)[cH:13][cH:14][c:15]23)[cH:26][cH:27]1. Reactants: [O-]CC.[Na+] (sodium ethoxide), ClC=1C(=NC=C(C1)C(F)(F)F)C1=CC(=C(C=C1)Cl)C=O (3-chloro-2-(4-chloro-3-formylphenyl)-5-trifluoromethylpyridine), triethyl phosphonatoacetate, C(C)O (ethanol). Run in C1(=CC=CC=C1)C (toluene). Conditions: temperature 20 celsius, time 44 hour. Product: ClC=1C(=NC=C(C1)C(F)(F)F)C1=CC(=C(C=C1)Cl)\C=C\C(=O)OCC ((E)-3-Chloro-2-[4-chloro-3-(2-ethoxycarbonylvinyl)phenyl]-5-trifluoromethylpyridine). Yield: 71.0%. RXN SMILES: [O-:1][CH2:2][CH3:3].[Na+].[Cl:5][C:6]1[C:7]([C:16]2[CH:21]=[CH:20][C:19]([Cl:22])=[C:18]([CH:23]=O)[CH:17]=2)=[N:8][CH:9]=[C:10]([C:12]([F:15])([F:14])[F:13])[CH:11]=1.[CH2:25]([OH:27])[CH3:26]>C1(C)C=CC=CC=1>[Cl:5][C:6]1[C:7]([C:16]2[CH:21]=[CH:20][C:19]([Cl:22])=[C:18](/[CH:23]=[CH:3]/[C:2]([O:27][CH2:25][CH3:26])=[O:1])[CH:17]=2)=[N:8][CH:9]=[C:10]([C:12]([F:14])([F:15])[F:13])[CH:11]=1 |f:0.1|. Procedure details: A solution of 1.35 g of sodium ethoxide in 20 ml of anhydrous ethanol was added dropwise to 4.0 g of 3-chloro-2-(4-chloro-3-formylphenyl)-5-trifluoromethylpyridine and 2.9 g of triethyl phosphonatoacetate in 70 ml of anhydrous toluene. After stirring at about 20° C. for 44 hours, the solvent was removed. The residue was taken up in 100 ml of 10% strength hydrochloric acid and extracted three times with 100 ml of ethyl acetate each time. The combined organic phases were washed with 100 concentrat... Starting materials: C(CCC)C=1N(C(N(N1)C(C1=CC=CC=C1)C(=O)OC)=O)CC1=CC=C(C=C1)C1=C(C=CC=C1)C1=NN=NN1 (5-n-butyl-2-[α-(carbomethoxy)benzyl]-2,4-dihydro-4-[[2'-(5-tetrazolyl)biphenyl-4-yl]methyl]-3H-1,2,4-triazol-3-one). Run in C1CCOC1 (THF). Product: C(CCC)C=1N(C(N(N1)C(C1=CC=CC=C1)C(=O)O)=O)CC1=CC=C(C=C1)C1=C(C=CC=C1)C1=NN=NN1 (5-n-Butyl-2-(α-carboxybenzyl)-2,4-dihydro-4-[[2'-(5-tetrazolyl)biphenyl-4-yl]methyl]-3H-1,2,4-triazol-3-one). Isolated yield 50.0%. RXN SMILES: [CH2:1]([C:5]1[N:6]([CH2:22][C:23]2[CH:28]=[CH:27][C:26]([C:29]3[CH:34]=[CH:33][CH:32]=[CH:31][C:30]=3[C:35]3[NH:39][N:38]=[N:37][N:36]=3)=[CH:25][CH:24]=2)[C:7](=[O:21])[N:8]([CH:10]([C:17]([O:19]C)=[O:18])[C:11]2[CH:16]=[CH:15][CH:14]=[CH:13][CH:12]=2)[N:9]=1)[CH2:2][CH2:3][CH3:4]>C1COCC1>[CH2:1]([C:5]1[N:6]([CH2:22][C:23]2[CH:28]=[CH:27][C:26]([C:29]3[CH:34]=[CH:33][CH:32]=[CH:31][C:30]=3[C:35]3[NH:39][N:38]=[N:37][N:36]=3)=[CH:25][CH:24]=2)[C:7](=[O:21])[N:8]([CH:10]([C:17]([OH:19])=[O:18])[C:11]2[CH:16]=[CH:15][CH:14]=[CH:13][CH:12]=2)[N:9]=1)[CH2:2][CH2:3][CH3:4]. Reported procedure: The hydrolysis of 5-n-butyl-2-[α-(carbomethoxy)benzyl]-2,4-dihydro-4-[[2'-(5-tetrazolyl)biphenyl-4-yl]methyl]-3H-1,2,4-triazol-3-one using methanolic sodium hydroxide in THF was carried out as described in Example 7. After work-up, the residue was flash chromatographed over silica gel (gradient elution with 4-30% MeOH/CH2Cl2) to give the title compound in 50% yield. This material was re-acidified with 1N HCl to pH 1.5, and the compound re-isolated to give a foam, homogeneous by TLC in 10% MeOH/C...